This data is from the Open Reaction Database (ORD), a public repository of structured organic reaction records. The task is: describe an organic reaction: reactants, conditions, products, and yield Starting materials: C(C)(C)(C)OC(=O)N1N(C(CC1(C)C)=O)C1=NC=C(C=N1)C#CC1=CC(=CC=C1)F (2-[5-(3-Fluoro-phenylethynyl)-pyrimidin-2-yl]-5,5-dimethyl-3-oxo-pyrazolidine-1-carboxylic acid tert-butyl ester), C(=O)(C(F)(F)F)O (TFA). Solvent: ClCCl (dichloromethane). Run at time 16 hour. Yields the product FC=1C=C(C=CC1)C#CC=1C=NC(=NC1)N1NC(CC1=O)(C)C (2-[5-(3-fluoro-phenylethynyl)-pyrimidin-2-yl]-5,5-dimethyl-pyrazolidin-3-one). Yield: 67.8%. As a reaction SMILES: C(OC([N:8]1[C:12]([CH3:14])([CH3:13])[CH2:11][C:10](=[O:15])[N:9]1[C:16]1[N:21]=[CH:20][C:19]([C:22]#[C:23][C:24]2[CH:29]=[CH:28][CH:27]=[C:26]([F:30])[CH:25]=2)=[CH:18][N:17]=1)=O)(C)(C)C.C(O)(C(F)(F)F)=O>ClCCl>[F:30][C:26]1[CH:25]=[C:24]([C:23]#[C:22][C:19]2[CH:20]=[N:21][C:16]([N:9]3[C:10](=[O:15])[CH2:11][C:12]([CH3:14])([CH3:13])[NH:8]3)=[N:17][CH:18]=2)[CH:29]=[CH:28][CH:27]=1. Procedure: (118 mg, 0.29 mmol) 2-[5-(3-Fluoro-phenylethynyl)-pyrimidin-2-yl]-5,5-dimethyl-3-oxo-pyrazolidine-1-carboxylic acid tert-butyl ester (Example 15, step 3) was dissolved in dichloromethane (2 ml) and TFA (0.55 ml, 7.2 mmol, 25 equiv.) was added at room temperature and stirred for 16 hours. The reaction mixture was extracted with saturated Na2CO3 solution and a small amount of dichloromethane. The organic extract was loaded directly to a silica gel column. The crude product was purified by flash ch... Procedure: The title compound is synthesized according to general procedure GP7 starting from 2.0 g (7.7 mmol) 4-chloro-6-methyl-5-(6-amino-pyridin-3-ylethynyl)-pyrimidin-2-ylamine and 2.0 g (10.0 mmol) piperidin-3-yl-carbamic acid tert-butyl ester using 1.29 mL (9.2 mmol) triethylamine in 5 mL NMP and 5 mL DMSO. 200 mL ethyl acetate and 100 mL half concentrated aqueous Na2CO3 solution are added and the phases are separated. The aqueous phase is extracted 2 times with ethyl acetate (100 mL each). The combi... As a reaction SMILES: Cl[C:2]1[C:7]([C:8]#[C:9][C:10]2[CH:11]=[N:12][C:13]([NH2:16])=[CH:14][CH:15]=2)=[C:6]([CH3:17])[N:5]=[C:4]([NH2:18])[N:3]=1.[C:19]([O:23][C:24](=[O:32])[NH:25][CH:26]1[CH2:31][CH2:30][CH2:29][NH:28][CH2:27]1)([CH3:22])([CH3:21])[CH3:20].C(OCC)(=O)C.C([O-])([O-])=O.[Na+].[Na+]>CN1C(=O)CCC1.CS(C)=O>[C:19]([O:23][C:24](=[O:32])[NH:25][CH:26]1[CH2:31][CH2:30][CH2:29][N:28]([C:2]2[C:7]([C:8]#[C:9][C:10]3[CH:11]=[N:12][C:13]([NH2:16])=[CH:14][CH:15]=3)=[C:6]([CH3:17])[N:5]=[C:4]([NH2:18])[N:3]=2)[CH2:27]1)([CH3:22])([CH3:20])[CH3:21] |f:3.4.5|. The solvent is CS(=O)C (DMSO), CN1CCCC1=O (NMP). Starting materials: ClC1=NC(=NC(=C1C#CC=1C=NC(=CC1)N)C)N (4-chloro-6-methyl-5-(6-amino-pyridin-3-ylethynyl)-pyrimidin-2-ylamine), C(C)(C)(C)OC(NC1CNCCC1)=O (piperidin-3-yl-carbamic acid tert-butyl ester), C(C)(=O)OCC (ethyl acetate), half, C(=O)([O-])[O-].[Na+].[Na+] (Na2CO3). Product: C(C)(C)(C)OC(NC1CN(CCC1)C1=NC(=NC(=C1C#CC=1C=NC(=CC1)N)C)N)=O ({1-[2-Amino-5-(6-amino-pyridin-3-ylethynyl)-6-methyl-pyrimidin-4-yl]-piperidin-3-yl}-carbamic acid tert-butyl ester). Reactants: C(C)N1C=NC(=C1C)CSC1=NC(=CC(=N1)O)C (2-{[(1-ethyl-5-methyl-1H-imidazol-4-yl)methyl]sulfanyl}-6-methylpyrimidin-4-ol), Cl.O1CCOCC1 (HCl dioxane). Solvent: CO (MeOH). The product is Cl.C(C)N1C=NC(=C1C)CSC1=NC(=CC(=N1)O)C (2-{[(1-ethyl-5-methyl-1H-imidazol-4-yl)methyl]sulfanyl}-6-methylpyrimidin-4-ol hydrochloride). The yield is 98.3%. Reaction SMILES: [CH2:1]([N:3]1[C:7]([CH3:8])=[C:6]([CH2:9][S:10][C:11]2[N:16]=[C:15]([OH:17])[CH:14]=[C:13]([CH3:18])[N:12]=2)[N:5]=[CH:4]1)[CH3:2].[ClH:19].O1CCOCC1>CO>[ClH:19].[CH2:1]([N:3]1[C:7]([CH3:8])=[C:6]([CH2:9][S:10][C:11]2[N:16]=[C:15]([OH:17])[CH:14]=[C:13]([CH3:18])[N:12]=2)[N:5]=[CH:4]1)[CH3:2] |f:1.2,4.5|. Reported procedure: To a mixture of 2-{[(1-ethyl-5-methyl-1H-imidazol-4-yl)methyl]sulfanyl}-6-methylpyrimidin-4-ol (60 mg, 0.23 mmol) in MeOH (2 mL) was added 4 M HCl/dioxane (500 μL, 2.0 mmol). The mixture was filtered to remove particles in suspension. The solution was evaporated and dried in vacuo, affording the title compound (68 mg, 99% yield); 1H NMR (400 MHz, DMSO-d6): δ 1.38 (t, 3H, J=6.7 Hz), 2.23 (s, 3H), 2.38 (s, 3H), 4.09 (m, 2H), 4.44 (s, 2H), 6.09 (s, 1H), 9.04 (s, 1H); M+ 266. The reactants are N1N=CN=C1 (1,2,4-triazole), C([O-])([O-])=O.[K+].[K+] (potassium carbonate), ClCC(CC1=C(C=CC=C1)Cl)(O)C1(CCCCC1)C (1-chloro-3-(2-chlorophenyl)-2-(1-methyl-cyclohex-1-yl)-propan-2-ol). Run in CN(C=O)C (dimethylformamide), CN(C=O)C (dimethylformamide). Run at temperature 80 celsius. Product: ClC1=C(C=CC=C1)CC(CN1N=CN=C1)(O)C1(CCCCC1)C (1-(2-chlorophenyl)-2-(1-methyl-cyclohex-1-yl)-3 -(1,2,4-triazol-1-yl)-propan-2-ol). The yield is 46.4%. As a reaction SMILES: [NH:1]1[CH:5]=[N:4][CH:3]=[N:2]1.C(=O)([O-])[O-].[K+].[K+].Cl[CH2:13][C:14]([C:24]1([CH3:30])[CH2:29][CH2:28][CH2:27][CH2:26][CH2:25]1)([OH:23])[CH2:15][C:16]1[CH:21]=[CH:20][CH:19]=[CH:18][C:17]=1[Cl:22]>CN(C)C=O>[Cl:22][C:17]1[CH:18]=[CH:19][CH:20]=[CH:21][C:16]=1[CH2:15][C:14]([C:24]1([CH3:30])[CH2:29][CH2:28][CH2:27][CH2:26][CH2:25]1)([OH:23])[CH2:13][N:1]1[CH:5]=[N:4][CH:3]=[N:2]1 |f:1.2.3|. Procedure details: 12 g (174 mmol) of 1,2,4-triazole and 17 g (123 mmol) of potassium carbonate are initially introduced into 30 ml of absolute dimethylformamide under a nitrogen atmosphere and the mixture is heated to 80° C. At this temperature, a solution of 16.7 g (55.5 mmol) of 1-chloro-3-(2-chlorophenyl)-2-(1-methyl-cyclohex-1-yl)-propan-2-ol in 20 ml of absolute dimethylformamide is added dropwise with stirring. The reaction mixture is then stirred at 80° C. for a further 8 hours. The precipitate is filtered... Reactants: FC(F)(F)c1cncc(Br)c1, O=C([O-])[O-], C1COCCO1, I[Cu]I, [K+], [K+], NC1CCCCC1N, O=C1NCCN1c1ccc2ccccc2c1. The product is O=C1N(c2cncc(C(F)(F)F)c2)CCN1c1ccc2ccccc2c1. RXN SMILES: [Br:15][c:16]1[cH:17][n:18][cH:19][c:20]([C:22]([F:23])([F:24])[F:25])[cH:21]1.[C:9](=[O:10])([O-:11])[O-:12].[CH2:45]1[O:46][CH2:47][CH2:48][O:49][CH2:50]1.[Cu:42]([I:43])[I:44].[K+:13].[K+:14].[NH2:1][CH:2]1[CH2:3][CH2:4][CH2:5][CH2:6][CH:7]1[NH2:8].[cH:26]1[c:27]([N:36]2[C:37](=[O:41])[NH:38][CH2:39][CH2:40]2)[cH:28][cH:29][c:30]2[cH:31][cH:32][cH:33][cH:34][c:35]12>>[c:16]1([N:38]2[C:37](=[O:41])[N:36]([c:27]3[cH:26][c:35]4[c:30]([cH:29][cH:28]3)[cH:31][cH:32][cH:33][cH:34]4)[CH2:40][CH2:39]2)[cH:17][n:18][cH:19][c:20]([C:22]([F:23])([F:24])[F:25])[cH:21]1. Starting materials: ClC1=NC(=NC(=C1C(C(=O)OC)CCC)Cl)N1CCCCC1 (methyl 2-(4,6-dichloro-2-(piperidin-1-yl)pyrimidin-5-yl)pentanoate), B(C=1C=CC(=CC1)C)(O)O (p-tolylboronic acid), C(C)(C)N(C(C)C)CC (N,N-Diisopropylethylamine). The reagents and catalysts are C=1C=CC(=CC1)[P](C=2C=CC=CC2)(C=3C=CC=CC3)[Pd]([P](C=4C=CC=CC4)(C=5C=CC=CC5)C=6C=CC=CC6)([P](C=7C=CC=CC7)(C=8C=CC=CC8)C=9C=CC=CC9)[P](C=1C=CC=CC1)(C=1C=CC=CC1)C=1C=CC=CC1 (tetrakis(triphenylphosphine)palladium(0)). Run in COCCOC (DME), O (water). Product: ClC1=NC(=NC(=C1C(C(=O)OC)CCC)C1=CC=C(C=C1)C)N1CCCCC1 (methyl 2-(4-chloro-2-(piperidin-1-yl)-6-p-tolylpyrimidin-5-yl)pentanoate). As a reaction SMILES: Cl[C:2]1[C:7]([CH:8]([CH2:13][CH2:14][CH3:15])[C:9]([O:11][CH3:12])=[O:10])=[C:6]([Cl:16])[N:5]=[C:4]([N:17]2[CH2:22][CH2:21][CH2:20][CH2:19][CH2:18]2)[N:3]=1.B(O)(O)[C:24]1[CH:25]=[CH:26][C:27]([CH3:30])=[CH:28][CH:29]=1.C(N(CC)C(C)C)(C)C>COCCOC.O.C1C=CC([P]([Pd]([P](C2C=CC=CC=2)(C2C=CC=CC=2)C2C=CC=CC=2)([P](C2C=CC=CC=2)(C2C=CC=CC=2)C2C=CC=CC=2)[P](C2C=CC=CC=2)(C2C=CC=CC=2)C2C=CC=CC=2)(C2C=CC=CC=2)C2C=CC=CC=2)=CC=1>[Cl:16][C:6]1[C:7]([CH:8]([CH2:13][CH2:14][CH3:15])[C:9]([O:11][CH3:12])=[O:10])=[C:2]([C:24]2[CH:29]=[CH:28][C:27]([CH3:30])=[CH:26][CH:25]=2)[N:3]=[C:4]([N:17]2[CH2:22][CH2:21][CH2:20][CH2:19][CH2:18]2)[N:5]=1 |^1:52,54,73,92|. Procedure details: methyl 2-(4,6-dichloro-2-(piperidin-1-yl)pyrimidin-5-yl)pentanoate (1 eq), p-tolylboronic acid (1 eq), tetrakis(triphenylphosphine)palladium(0) (0.1 eq) are placed in a reaction tube and dissolved in a mixture of degassed DME and water (3/1 v/v; 5 mL/mmol). N,N-Diisopropylethylamine (4 eq) is added, the tube is sealed and irradiated in a microwave oven at 130° C. for 30 min. The reaction mixture is partitioned between brine and dichloromethane, filtered over a phase separator filter (1PS) and co... As a reaction SMILES: [Br:1][C:2]1[C:3]2[C:4]([S:19][C:20]3[CH:25]=[CH:24][C:23]([Cl:26])=[CH:22][CH:21]=3)=[C:5]3[CH:14]([CH2:15][C:16]([OH:18])=[O:17])[CH2:13][CH2:12][N:6]3[C:7]=2[CH:8]=[C:9](I)[CH:10]=1.C1([As](C2C=CC=CC=2)C2C=CC=CC=2)C=CC=CC=1.[CH3:46][N:47]1[CH:51]=[CH:50][CH:49]=[C:48]1[Sn](CCCC)(CCCC)CCCC>CN(C=O)C.C1C=CC(/C=C/C(/C=C/C2C=CC=CC=2)=O)=CC=1.C1C=CC(/C=C/C(/C=C/C2C=CC=CC=2)=O)=CC=1.C1C=CC(/C=C/C(/C=C/C2C=CC=CC=2)=O)=CC=1.[Pd].[Pd]>[Br:1][C:2]1[C:3]2[C:4]([S:19][C:20]3[CH:25]=[CH:24][C:23]([Cl:26])=[CH:22][CH:21]=3)=[C:5]3[CH:14]([CH2:15][C:16]([OH:18])=[O:17])[CH2:13][CH2:12][N:6]3[C:7]=2[CH:8]=[C:9]([C:48]2[N:47]([CH3:46])[CH:51]=[CH:50][CH:49]=2)[CH:10]=1 |f:4.5.6.7.8|. Reagents/catalysts: C=1C=CC(=CC1)/C=C/C(=O)/C=C/C2=CC=CC=C2.C=1C=CC(=CC1)/C=C/C(=O)/C=C/C2=CC=CC=C2.C=1C=CC(=CC1)/C=C/C(=O)/C=C/C2=CC=CC=C2.[Pd].[Pd] (tris(dibenzylideneacetone)dipalladium(0)). Procedure details: To a solution of (+/−)-methyl {8-bromo-9-[(4-chlorophenyl)thio]-6-iodo-2,3-dihydro-1H-pyrrolo[1,2-a]indol-1-yl}acetate (see Example 30, 145 mg, 0.25 mmol) in DMF (3 mL) were added tris(dibenzylideneacetone)dipalladium(0) (23 mg, 0.025 mmol), triphenyl arsine (31 mg, 0.1 mmol) and 1-methyl-2-(tributylstannyl)-1H-pyrrole (111 mg, 0.3 mmol). The mixture was degassed and stirred at r.t. for 2 hours. The reaction mixture was poured into 1N HCl and extracted with EtOAc. The combined organic layers wer... Solvent: CN(C)C=O (DMF). Conditions: time 2 hour. Starting materials: BrC=1C=2C(=C3N(C2C=C(C1)I)CCC3CC(=O)O)SC3=CC=C(C=C3)Cl ((+/−)-{8-bromo-9-[(4-chlorophenyl)thio]-6-iodo-2,3-dihydro-1H-pyrrolo[1,2-a]indol-1-yl}acetic acid), C1(=CC=CC=C1)[As](C1=CC=CC=C1)C1=CC=CC=C1 (triphenyl arsine), CN1C(=CC=C1)[Sn](CCCC)(CCCC)CCCC (1-methyl-2-(tributylstannyl)-1H-pyrrole). Yields the product ester, BrC=1C=2C(=C3N(C2C=C(C1)C=1N(C=CC1)C)CCC3CC(=O)O)SC3=CC=C(C=C3)Cl ((+/−)-[8-bromo-9-[(4-chlorophenyl)thio]-6-(1-methyl-1H-pyrrol-2-yl)-2,3-dihydro-1H-pyrrolo[1,2-a]indol-1-yl]acetic acid).